From a dataset of the Open Reaction Database (ORD), a public repository of structured organic reaction records. describe an organic reaction: reactants, conditions, products, and yield Starting materials: CN(C)c1ccncc1, CCOC(C)=O, COc1ccccc1Oc1c(NS(=O)(=O)c2ccc(C(C)C)cn2)nc(-c2ccncc2)nc1OCC#CCO, ClC(Cl)Cl, O=C=Nc1ccccc1. The product is COc1ccccc1Oc1c(NS(=O)(=O)c2ccc(C(C)C)cn2)nc(-c2ccncc2)nc1OCC#CCOC(=O)Nc1ccccc1. RXN SMILES: [CH3:50][N:51]([CH3:52])[c:53]1[cH:54][cH:55][n:56][cH:57][cH:58]1.[CH3:63][CH2:64][O:65][C:66](=[O:67])[CH3:68].[CH:1]([CH3:2])([CH3:3])[c:4]1[cH:5][cH:6][c:7]([S:10](=[O:11])(=[O:12])[NH:13][c:14]2[n:15][c:16](-[c:35]3[cH:36][cH:37][n:38][cH:39][cH:40]3)[n:17][c:18]([O:29][CH2:30][C:31]#[C:32][CH2:33][OH:34])[c:19]2[O:20][c:21]2[c:22]([O:27][CH3:28])[cH:23][cH:24][cH:25][cH:26]2)[n:8][cH:9]1.[CH:59]([Cl:60])([Cl:61])[Cl:62].[O:41]=[C:42]=[N:43][c:44]1[cH:45][cH:46][cH:47][cH:48][cH:49]1>>[CH:1]([CH3:2])([CH3:3])[c:4]1[cH:5][cH:6][c:7]([S:10](=[O:11])(=[O:12])[NH:13][c:14]2[n:15][c:16](-[c:35]3[cH:36][cH:37][n:38][cH:39][cH:40]3)[n:17][c:18]([O:29][CH2:30][C:31]#[C:32][CH2:33][O:34][C:42](=[O:41])[NH:43][c:44]3[cH:45][cH:46][cH:47][cH:48][cH:49]3)[c:19]2[O:20][c:21]2[c:22]([O:27][CH3:28])[cH:23][cH:24][cH:25][cH:26]2)[n:8][cH:9]1. Reactants: CO, CNC(=O)c1ccc(C=CC(=O)OC)cc1, [Na+], [OH-]. Yields the product CNC(=O)c1ccc(C=CC(=O)O)cc1. As a reaction SMILES: [CH3:19][OH:20].[CH3:1][NH:2][C:3](=[O:4])[c:5]1[cH:6][cH:7][c:8]([CH:9]=[CH:10][C:11](=[O:12])[O:13][CH3:14])[cH:15][cH:16]1.[Na+:18].[OH-:17]>>[CH3:1][NH:2][C:3](=[O:4])[c:5]1[cH:6][cH:7][c:8]([CH:9]=[CH:10][C:11](=[O:12])[OH:13])[cH:15][cH:16]1. Reactants: C12(CC3CC(CC(C1)C3)C2)C=2C=C(CCN(C)CC3(COC(OC3)(C)C)NC(OC(C)(C)C)=O)C=CC2OC(C)C (tert-Butyl 5-(((3-(1-admantyl)-4-isopropoxyphenethyl)(methyl)amino)methyl)-2,2-dimethyl-1,3-dioxan-5-ylcarbamate), C(C)OC=1C=C(C=CC1OCC)C1=NC(=NO1)C1=C2CCN(C2=CC=C1)CC1(COC(OC1)(C)C)NC(OC(C)(C)C)=O (tert-butyl 5-((4-(5-(3,4-diethoxyphenyl)-1,2,4-oxadiazol-3-yl)indolin-1-yl)methyl)-2,2-dimethyl-1,3-dioxan-5-ylcarbamate). The product is NC(CO)(CO)CN(C)CCC1=CC(=C(C=C1)OC(C)C)C12CC3CC(CC(C1)C3)C2 (2-Amino-2-(((3-(1-admantyl)-4-isopropoxyphenethyl)(methyl)amino)methyl)propane-1,3-diol). Yield: 49.0%. Reaction SMILES: [C:1]12([C:11]3[CH:12]=[C:13]([CH:35]=[CH:36][C:37]=3[O:38][CH:39]([CH3:41])[CH3:40])[CH2:14][CH2:15][N:16]([CH2:18][C:19]3([NH:27]C(=O)OC(C)(C)C)[CH2:24][O:23]C(C)(C)[O:21][CH2:20]3)[CH3:17])[CH2:10][CH:5]3[CH2:6][CH:7]([CH2:9][CH:3]([CH2:4]3)[CH2:2]1)[CH2:8]2.C(OC1C=C(C2ON=C(C3C=CC=C4C=3CCN4CC3(NC(=O)OC(C)(C)C)COC(C)(C)OC3)N=2)C=CC=1OCC)C>>[NH2:27][C:19]([CH2:18][N:16]([CH2:15][CH2:14][C:13]1[CH:35]=[CH:36][C:37]([O:38][CH:39]([CH3:41])[CH3:40])=[C:11]([C:1]23[CH2:10][CH:5]4[CH2:6][CH:7]([CH2:9][CH:3]([CH2:4]4)[CH2:2]2)[CH2:8]3)[CH:12]=1)[CH3:17])([CH2:24][OH:23])[CH2:20][OH:21]. Procedure details: When the product of Step G was substituted for tert-butyl 5-((4-(5-(3,4-diethoxyphenyl)-1,2,4-oxadiazol-3-yl)indolin-1-yl)methyl)-2,2-dimethyl-1,3-dioxan-5-ylcarbamate in Example 34, Step E, the identical process afforded the title compound in 49% yield. 1H-NMR (CDCl3) 1.34 (d, 6H, J=6.00 Hz); 1.73 (s, 6H); 2.03 (s, 3H); 2.08 (s, 6H); 2.4 (s, 3H); 2.51 (s, 2H); 2.66 (s, 4H); 3.42 (d, 2H, J=10.87 Hz); 3.47 (d, 2H, J=10.88 Hz); 4.56-4.61 (m, 1H); 6.72 (d, 1H, J=8.34 Hz); 6.98 (dd, 1H, J=2.12, 8.24...